Dataset: the Open Reaction Database (ORD), a public repository of structured organic reaction records. Task: describe an organic reaction: reactants, conditions, products, and yield The reactants are C[P+](C)(C)CC#N, CCC#N, CCN(C(C)C)C(C)C, N#Cc1ccc(N2CCNCC2)c(Cl)c1, Cl, [I-], O=C1Nc2cc(CO)cnc2N2CCCC12. Product: N#Cc1ccc(N2CCN(Cc3cnc4c(c3)NC(=O)C3CCCN43)CC2)c(Cl)c1. As a reaction SMILES: [C:34]([CH2:35][P+:36]([CH3:37])([CH3:38])[CH3:39])#[N:40].[C:50](#[N:51])[CH2:52][CH3:53].[CH:41]([N:42]([CH2:43][CH3:44])[CH:45]([CH3:46])[CH3:47])([CH3:48])[CH3:49].[Cl:18][c:19]1[cH:20][c:21]([C:22]#[N:23])[cH:24][cH:25][c:26]1[N:27]1[CH2:28][CH2:29][NH:30][CH2:31][CH2:32]1.[ClH:17].[I-:33].[OH:1][CH2:2][c:3]1[cH:4][c:5]2[c:10]([n:11][cH:12]1)[N:9]1[CH:8]([C:7](=[O:16])[NH:6]2)[CH2:15][CH2:14][CH2:13]1>>[CH2:2]([c:3]1[cH:4][c:5]2[c:10]([n:11][cH:12]1)[N:9]1[CH:8]([C:7](=[O:16])[NH:6]2)[CH2:15][CH2:14][CH2:13]1)[N:30]1[CH2:29][CH2:28][N:27]([c:26]2[c:19]([Cl:18])[cH:20][c:21]([C:22]#[N:23])[cH:24][cH:25]2)[CH2:32][CH2:31]1. Reactants: C=CC#N, CO, CN(C)CCCCN. Yields the product CN(C)CCCCNCCC#N. As a reaction SMILES: [CH2:1]=[CH:2][C:3]#[N:4].[CH3:13][OH:14].[CH3:5][N:6]([CH2:7][CH2:8][CH2:9][CH2:10][NH2:11])[CH3:12]>>[CH2:1]([CH2:2][C:3]#[N:4])[NH:11][CH2:10][CH2:9][CH2:8][CH2:7][N:6]([CH3:5])[CH3:12]. Yields the product C(CCCCC)OC(C(Cl)(Cl)Cl)OCCCCCC (trichloro-acetaldehyde dihexyl-acetal). Reactants: ClC(C(O)O)(Cl)Cl (chloral hydrate), C(CCCCC)O (hexanol), CC1=CC=C(C=C1)S(=O)(=O)O (4-methyl-benzene-sulphonic acid). Procedure details: A mixture of 5 g of chloral hydrate, 11 g of hexanol, 0.1 g of 4-methyl-benzene-sulphonic acid and 50 ml of benzene is kept at reflux temperature and the formed water is separated by means of a Dean-Stark apparatus. After a reaction time of 9 hours the benzene is washed with a sodium hydrogen carbonate solution and water, dried on magnesium sulfate, then distilled in vacuo. As a reaction SMILES: [Cl:1][C:2]([Cl:7])([Cl:6])[CH:3]([OH:5])[OH:4].[CH2:8](O)[CH2:9][CH2:10][CH2:11][CH2:12][CH3:13].C[C:16]1[CH:21]=[CH:20][C:19](S(O)(=O)=O)=[CH:18][CH:17]=1>C1C=CC=CC=1>[CH2:8]([O:4][CH:3]([O:5][CH2:20][CH2:21][CH2:16][CH2:17][CH2:18][CH3:19])[C:2]([Cl:7])([Cl:6])[Cl:1])[CH2:9][CH2:10][CH2:11][CH2:12][CH3:13]. Run in C1=CC=CC=C1 (benzene). Reactants: COC1=C(C=C2C=C(NC2=C1)C(=O)N)C (6-methoxy-5-methyl-1H-indole-2-carboxamide), P(=O)(Cl)(Cl)Cl (phosphorus oxychloride), C(Cl)(Cl)Cl (chloroform). Run in O (water). Reaction conditions: time 1 hour. Yields the product COC1=C(C=C2C=C(NC2=C1)C#N)C (6-methoxy-5-methyl-1H-indole-2-carbonitrile). Yield: 62.3%. As a reaction SMILES: [CH3:1][O:2][C:3]1[CH:11]=[C:10]2[C:6]([CH:7]=[C:8]([C:12]([NH2:14])=O)[NH:9]2)=[CH:5][C:4]=1[CH3:15].P(Cl)(Cl)(Cl)=O.C(Cl)(Cl)Cl>O>[CH3:1][O:2][C:3]1[CH:11]=[C:10]2[C:6]([CH:7]=[C:8]([C:12]#[N:14])[NH:9]2)=[CH:5][C:4]=1[CH3:15]. Reported procedure: A mixture of 202 mg of 6-methoxy-5-methyl-1H-indole-2-carboxamide (1 mmol), 0.47 mL of phosphorus oxychloride (5 mmol) and 3 mL of chloroform was refluxed for 2 hs. Then cooled solution was poured into 10 mL of water and stirred for 1 hr. After separation the organic layer was dried over sodium sulfate and concentrated. The residue was purified on silica gel column using hexane-ethyl acetate 5:1 to afford 116 mg of 6-methoxy-5-methyl-1H-indole-2-carbonitrile. 1H NMR (600 MHz, CDCl3): δ 8.26 (br,... The reactants are 35, C(C)(C)N(C(C)C)CC (N,N-diisopropylethylamine), FC1(CCNCC1)F (4,4-difluoropiperidine), ClC1=CC=C(CNC(=O)C2=CN(C3=CC=C(C=C3C2=O)CCl)C)C=C1 (N-(4-chlorobenzyl)-6-(chloromethyl)-1-methyl-4-oxo-1,4-dihydro-3-quinolinecarboxamide), 37, O (water). Solvent: CN1C(CCC1)=O (1-methyl-2-pyrrolidinone). Run at time 8 hour. Product: ClC1=CC=C(CNC(=O)C2=CN(C3=CC=C(C=C3C2=O)CN2CCC(CC2)(F)F)C)C=C1 (N-(4-chlorobenzyl)-6-((4,4-difluoro-1-piperidinyl)methyl)-1-methyl-4-oxo-1,4-dihydro-3-quinolinecarboxamide). Isolated yield 84.0%. Reaction SMILES: [Cl:1][C:2]1[CH:25]=[CH:24][C:5]([CH2:6][NH:7][C:8]([C:10]2[C:19](=[O:20])[C:18]3[C:13](=[CH:14][CH:15]=[C:16]([CH2:21]Cl)[CH:17]=3)[N:12]([CH3:23])[CH:11]=2)=[O:9])=[CH:4][CH:3]=1.C(N(CC)C(C)C)(C)C.[F:35][C:36]1([F:42])[CH2:41][CH2:40][NH:39][CH2:38][CH2:37]1.O>CN1CCCC1=O>[Cl:1][C:2]1[CH:25]=[CH:24][C:5]([CH2:6][NH:7][C:8]([C:10]2[C:19](=[O:20])[C:18]3[C:13](=[CH:14][CH:15]=[C:16]([CH2:21][N:39]4[CH2:40][CH2:41][C:36]([F:42])([F:35])[CH2:37][CH2:38]4)[CH:17]=3)[N:12]([CH3:23])[CH:11]=2)=[O:9])=[CH:4][CH:3]=1. Reported procedure: To a solution of N-(4-chlorobenzyl)-6-(chloromethyl)-1-methyl-4-oxo-1,4-dihydro-3-quinolinecarboxamide from Preparation No. 35 (50 mg) in 1-methyl-2-pyrrolidinone (3 mL) is added N,N-diisopropylethylamine (0.03 mL) and 4,4-difluoropiperidine from Preparation No. 37 (50 mg). The reaction mixture is stirred at room temperature overnight and then heated at 50° C. for 4 hrs. The mixture is cooled to room temperature and poured into water to precipitate the product. The crude solid is recrystallized ... Reactants: C(C1=CC=CC=C1)OCC1C(C1)C(=O)OCC (Ethyl 2-[(benzyloxy)methyl]cyclopropanecarboxylate). Run in C(C)O (ethanol), [OH-].[Na+] (sodium hydroxide), CS(=O)C (dimethyl sulphoxide). The product is C(C1=CC=CC=C1)OCC1C(C1)C(=O)O (2-[(Benzyloxy)methyl]cyclopropanecarboxylic acid). As a reaction SMILES: [CH2:1]([O:8][CH2:9][CH:10]1[CH2:12][CH:11]1[C:13]([O:15]CC)=[O:14])[C:2]1[CH:7]=[CH:6][CH:5]=[CH:4][CH:3]=1>C(O)C.[OH-].[Na+].CS(C)=O>[CH2:1]([O:8][CH2:9][CH:10]1[CH2:12][CH:11]1[C:13]([OH:15])=[O:14])[C:2]1[CH:7]=[CH:6][CH:5]=[CH:4][CH:3]=1 |f:2.3|. Procedure: A solution of 0.23 mol of the compound obtained in Step 1 in 500 ml of ethanol, 230 ml of 1N sodium hydroxide solution and 5 ml of dimethyl sulphoxide is heated at reflux for 2 hours and is then concentrated. The residue is taken up in a mixture of water/ether. After conventional treatment, the combined organic phases are concentrated. Chromatography of the residue over silica gel (dichloromethane/tetrahydrofuran: 97/3) allows a cis/trans mixture of the products obtained to be isolated, some of ... The reactants are NC1=C(C=CC=C1C(F)(F)F)C(=O)C1=CC(=CC=C1)O ([2-amino-3-(trifluoromethyl)phenyl]-(3-hydroxy-phenyl)methanone), FC1=C(C=CC=C1)CC=O ((2-Fluoro-phenyl)-acetaldehyde). The product is FC1=C(C=CC=C1)C=1C=NC2=C(C=CC=C2C1C=1C=C(C=CC1)O)C(F)(F)F (3-[3-(2-FLUOROPHENYL)-8-(TRIFLUOROMETHYL)QUINOLIN-4-YL]PHENOL). Reaction SMILES: [NH2:1][C:2]1[C:7]([C:8]([F:11])([F:10])[F:9])=[CH:6][CH:5]=[CH:4][C:3]=1[C:12]([C:14]1[CH:19]=[CH:18][CH:17]=[C:16]([OH:20])[CH:15]=1)=O.[F:21][C:22]1[CH:27]=[CH:26][CH:25]=[CH:24][C:23]=1[CH2:28][CH:29]=O>>[F:21][C:22]1[CH:27]=[CH:26][CH:25]=[CH:24][C:23]=1[C:28]1[CH:29]=[N:1][C:2]2[C:3]([C:12]=1[C:14]1[CH:15]=[C:16]([OH:20])[CH:17]=[CH:18][CH:19]=1)=[CH:4][CH:5]=[CH:6][C:7]=2[C:8]([F:11])([F:10])[F:9]. Procedure: The title compound was prepared from [2-amino-3-(trifluoromethyl)phenyl]-(3-hydroxy-phenyl)methanone and (2-Fluoro-phenyl)-acetaldehyde following the procedure of Example 457: mp 186-187° C.; MS m/z 384, HRMS: calcd for C22H13F4NO+H+, 384.10060; found (ESI, [M+H]+), 384.1. Run in polyphosphoric acid. As a reaction SMILES: [NH2:1][C:2]1[C:12]([NH:13][CH2:14][C:15]2[CH:20]=[CH:19][C:18]([Cl:21])=[CH:17][C:16]=2[Cl:22])=[CH:11][C:5]([C:6]([O:8][CH2:9][CH3:10])=[O:7])=[CH:4][N:3]=1.C(=O)([O-])O.[Na+].[C:28](O)(=O)[CH3:29]>>[Cl:22][C:16]1[CH:17]=[C:18]([Cl:21])[CH:19]=[CH:20][C:15]=1[CH2:14][N:13]1[C:12]2[C:2](=[N:3][CH:4]=[C:5]([C:6]([O:8][CH2:9][CH3:10])=[O:7])[CH:11]=2)[N:1]=[C:28]1[CH3:29] |f:1.2|. Yields the product ClC1=C(CN2C(=NC3=NC=C(C=C32)C(=O)OCC)C)C=CC(=C1)Cl (Ethyl 1-(2,4-dichlorobenzyl)-2-methyl-1H-imidazo[4,5-b]pyridine-6-carboxylate). The reactants are NC1=NC=C(C(=O)OCC)C=C1NCC1=C(C=C(C=C1)Cl)Cl (ethyl 6-amino5-(2,4-dichlorobenzylamino)nicotinate), C(C)(=O)O (acetic acid), C(O)([O-])=O.[Na+] (sodium hydrogencarbonate), ice. Yield: 89.7%. Reported procedure: A suspension of ethyl 6-amino5-(2,4-dichlorobenzylamino)nicotinate (300 mg) and acetic acid (132 mg) in polyphosphoric acid (6 g) was heated to 100° C. Two hours later, the reaction mixture was cooled and ice (5 g) was added. The mixture was neutralized with a saturated aqueous sodium hydrogencarbonate and extracted with dichloromethane. The organic layer was washed with water, dried over anhydrous sulfate and filtrated. The filtrate was concentrated and the residue was crystallized from isoprop... Reaction conditions: temperature 100 celsius. Starting materials: CC(C)N1C(OCC1)=O ((2-propyl)-oxazo-lidine-2-one), C(CCC)[Li] (butyllithium), CCCCCC (hexane), C1(=CC=CC=C1)CCC(=O)Cl (3-phenylpropionyl chloride). Run in O1CCCC1 (tetrahydrofuran). Reaction conditions: temperature -78 celsius, time 20 minute. Yields the product C1(=CC=CC=C1)CCC(=O)N1C(OC[C@H]1C(C)C)=O ((4R)-3-(3-Phenylpropionyl)-4 (2-propyl)oxazolidine-2 one). Yield: 82.0%. RXN SMILES: CC([N:4]1[CH2:8][CH2:7][O:6][C:5]1=[O:9])C.[CH2:10]([Li])[CH2:11][CH2:12]C.CCCCCC.[C:21]1([CH2:27][CH2:28][C:29](Cl)=[O:30])[CH:26]=[CH:25][CH:24]=[CH:23][CH:22]=1>O1CCCC1>[C:21]1([CH2:27][CH2:28][C:29]([N:4]2[C@H:8]([CH:11]([CH3:12])[CH3:10])[CH2:7][O:6][C:5]2=[O:9])=[O:30])[CH:26]=[CH:25][CH:24]=[CH:23][CH:22]=1. Procedure: To a stirred solution of 4 (2-propyl)-oxazo-lidine-2-one in anhydrous tetrahydrofuran (250 mL) under a nitrogen atmosphere at -78° C. were added in a dropwise fashion a solution of butyllithium in hexane (50 mL, 77.4 mmol) over 5 to 10 min. After stirring an additional 20 min at -78° C. 3-phenylpropionyl chloride (12.7 mL, 85.2 mmol) was added neat. The reaction was warmed to room temperature and stirred 1 to 2 h at the temperature. The reaction was quenched by adding 100 mL of saturated aqueous...